This data is from the Open Reaction Database (ORD), a public repository of structured organic reaction records. The task is: describe an organic reaction: reactants, conditions, products, and yield The reactants are [N+](=O)([O-])C=1C(=NC=C(C1)Cl)C(=O)C=1C(=NC=CC1C)C ((3-Nitro-5-chloro-pyridin-2-yl)-(2,4-dimethyl-pyridin-3-yl)-methanone). The reagents and catalysts are [Fe] (iron). Run in C(C)(=O)O (acetic acid), C(C)(=O)OCC (ethyl acetate), C(C)(=O)O (acetic acid). Reaction conditions: temperature 80 celsius. The product is NC=1C(=NC=C(C1)Cl)C(=O)C=1C(=NC=CC1C)C ((3-Amino-5-chloro-pyridin-2-yl)-(2,4-dimethyl-pyridin-3-yl)-methanone). Isolated yield 60.1%. RXN SMILES: [N+:1]([C:4]1[C:5]([C:11]([C:13]2[C:14]([CH3:20])=[N:15][CH:16]=[CH:17][C:18]=2[CH3:19])=[O:12])=[N:6][CH:7]=[C:8]([Cl:10])[CH:9]=1)([O-])=O>C(O)(=O)C.C(OCC)(=O)C.[Fe]>[NH2:1][C:4]1[C:5]([C:11]([C:13]2[C:14]([CH3:20])=[N:15][CH:16]=[CH:17][C:18]=2[CH3:19])=[O:12])=[N:6][CH:7]=[C:8]([Cl:10])[CH:9]=1. Reported procedure: To a mixture of iron powder (220 mg, 4.0 mmol) in 4 ml of acetic acid at 80° C. was slowly added a solution of (3-Nitro-5-chloro-pyridin-2-yl)-(2,4-dimethyl-pyridin-3-yl)-methanone (260 mg, 0.89 mmol) in 2 ml of acetic acid. After the completion of addition the mixture was stirred at 80° C. for half an hour and then cooled. The mixture was diluted with ethyl acetate, filtered through celite and the filtrate was concentrated. The residue was purified by flash column (50% ethyl acetate in hexane) ... Reactants: ClC=1C(=NC=C(C1)C(=O)O)O (3-chloro-2-hydroxypyridine-5-carboxylic acid), [Si](C)(C)(C)C=[N+]=[N-] (TMSCHN2). The solvent is C1=CC=CC=C1 (benzene), CO (MeOH). Reaction conditions: time 8 hour. Product: ClC=1C(=NC=C(C1)C(=O)OC)O (methyl 3-chloro-2-hydroxypyridine-5-carboxylate). The yield is 67.4%. RXN SMILES: [Cl:1][C:2]1[C:3]([OH:11])=[N:4][CH:5]=[C:6]([C:8]([OH:10])=[O:9])[CH:7]=1.[Si](C=[N+]=[N-])(C)(C)[CH3:13]>C1C=CC=CC=1.CO>[Cl:1][C:2]1[C:3]([OH:11])=[N:4][CH:5]=[C:6]([C:8]([O:10][CH3:13])=[O:9])[CH:7]=1. Reported procedure: To a stirred solution of 3-chloro-2-hydroxypyridine-5-carboxylic acid (1 g, 5.762 mmol) in benzene (16 mL) and MeOH (4 mL) was added dropwise TMSCHN2 (3.17 mL, 6.338 mmol) at 0° C., and the resulting mixture was stirred overnight at room temp. The reaction mixture was quenched by the addition of AcOH and the mixture was evaporated off. The residue was suspended in water and precipitate was collected. The crude solid was washed with Et2O, and dried under a reduced pressure to give 728.1 mg (67%) ... Starting materials: CC(C)(C)OC(=O)N1CCc2cn(-c3ccc(NS(C)(=O)=O)cc3)nc2CC1, CO, Cl, C1COCCO1. Product: CS(=O)(=O)Nc1ccc(-n2cc3c(n2)CCNCC3)cc1. Reaction SMILES: [CH3:1][S:2](=[O:3])(=[O:4])[NH:5][c:6]1[cH:7][cH:8][c:9](-[n:12]2[n:13][c:14]3[c:20]([cH:21]2)[CH2:19][CH2:18][N:17]([C:22]([O:23][C:24]([CH3:25])([CH3:26])[CH3:27])=[O:28])[CH2:16][CH2:15]3)[cH:10][cH:11]1.[CH3:36][OH:37].[ClH:29].[O:30]1[CH2:31][CH2:32][O:33][CH2:34][CH2:35]1>>[CH3:1][S:2](=[O:3])(=[O:4])[NH:5][c:6]1[cH:7][cH:8][c:9](-[n:12]2[n:13][c:14]3[c:20]([cH:21]2)[CH2:19][CH2:18][NH:17][CH2:16][CH2:15]3)[cH:10][cH:11]1. Reactants: C(C)NC(=S)N1N=CC(C1)(C)C (4,4-Dimethyl-4,5-dihydro-pyrazole-1-carbothioic acid ethylamide), IC (iodomethane). Run in CO (methanol). Conditions: temperature 50 celsius. Yields the product CSC(=NCC)N1N=CC(C1)(C)C (N-ethyl-4,4-dimethyl-4,5-dihydro-pyrazole-1-carboximidothioic acid methyl ester). Yield: 7.8%. As a reaction SMILES: [CH2:1]([NH:3][C:4]([N:6]1[CH2:10][C:9]([CH3:12])([CH3:11])[CH:8]=[N:7]1)=[S:5])[CH3:2].I[CH3:14]>CO>[CH3:14][S:5][C:4]([N:6]1[CH2:10][C:9]([CH3:11])([CH3:12])[CH:8]=[N:7]1)=[N:3][CH2:1][CH3:2]. Reported procedure: 15 g (1 mol equiv.) 4,4-Dimethyl-4,5-dihydro-pyrazole-1-carbothioic acid ethylamide was dissolved in 300 mL methanol, 50.4 mL (10 mol equiv.) iodomethane was added and the reaction mixture was heated at 50° C. for 3 hours. Volatiles were removed in vacuo. The residue was taken up in DCM and extracted with 5% aqueous NaHCO3. The organic layer was washed twice with water, dried over Na2SO4, filtered and evaporated to dryness to give 15.5 g (96%) N-ethyl-4,4-dimethyl-4,5-dihydro-pyrazole-1-carboxim...